This data is from the Open Reaction Database (ORD), a public repository of structured organic reaction records. The task is: describe an organic reaction: reactants, conditions, products, and yield Reactants: CC(=O)[O-], CCO, O=CC1C2CC3CC(C2)CC1C3, [NH4+], O=C(O)CC(=O)O. The product is NC(CC(=O)O)C1C2CC3CC(C2)CC1C3. RXN SMILES: [CH3:14][C:15](=[O:16])[O-:17].[CH3:25][CH2:26][OH:27].[CH:1]12[CH:2]([CH:11]=[O:12])[CH:3]3[CH2:4][CH:5]([CH2:6][CH:7]([CH2:8]1)[CH2:9]3)[CH2:10]2.[NH4+:13].[OH:18][C:19](=[O:20])[CH2:21][C:22](=[O:23])[OH:24]>>[CH:1]12[CH:2]([CH:22]([NH2:13])[CH2:21][C:19]([OH:18])=[O:20])[CH:3]3[CH2:4][CH:5]([CH2:6][CH:7]([CH2:8]1)[CH2:9]3)[CH2:10]2.